describe an organic reaction: reactants, conditions, products, and yield From a dataset of the Open Reaction Database (ORD), a public repository of structured organic reaction records. The reactants are COC(=O)C(Br)c1ccc(Oc2ccc(Cl)cc2)cc1, Oc1ccc(C23CC4CC(CC(C4)C2)C3)cc1, C[O-], CO, [I-], [K+], [Na+], c1ccccc1. Product: COC(=O)C(Oc1ccc(C23CC4CC(CC(C4)C2)C3)cc1)c1ccc(Oc2ccc(Cl)cc2)cc1. Reaction SMILES: [Br:23][CH:24]([C:25](=[O:26])[O:27][CH3:28])[c:29]1[cH:30][cH:31][c:32]([O:35][c:36]2[cH:37][cH:38][c:39]([Cl:42])[cH:40][cH:41]2)[cH:33][cH:34]1.[C:1]12([c:11]3[cH:12][cH:13][c:14]([OH:17])[cH:15][cH:16]3)[CH2:2][CH:3]3[CH2:4][CH:5]([CH2:6][CH:7]([CH2:8]1)[CH2:9]3)[CH2:10]2.[CH3:18][O-:19].[CH3:43][OH:44].[I-:22].[K+:21].[Na+:20].[cH:45]1[cH:46][cH:47][cH:48][cH:49][cH:50]1>>[C:1]12([c:11]3[cH:12][cH:13][c:14]([O:17][CH:24]([C:25](=[O:26])[O:27][CH3:28])[c:29]4[cH:30][cH:31][c:32]([O:35][c:36]5[cH:37][cH:38][c:39]([Cl:42])[cH:40][cH:41]5)[cH:33][cH:34]4)[cH:15][cH:16]3)[CH2:2][CH:3]3[CH2:4][CH:5]([CH2:6][CH:7]([CH2:8]1)[CH2:9]3)[CH2:10]2. Reactants: CC(C)(C)c1ccc(CCC=O)cc1, CC1=CN=C(C=C1)N, [C-]#[N+]C1CCCCC1. Reagents/catalysts: O=C(O)C(F)(F)F (trifluoroacetic acid). Run in CC(C)O (isopropyl alcohol), CC(C)O (isopropylalcohol). Conditions: temperature 22 celsius, time 20 hour. The product is Cc1ccc2nc(CCc3ccc(cc3)C(C)(C)C)c(NC3CCCCC3)n2c1. The yield is 38.9%. As a reaction SMILES: CC1=CC=C(N)N=C1.[C-]#[N+]C1CCCCC1.CC(C)(C)C1=CC=C(CCC=O)C=C1>>CC1=CN2C(C=C1)=NC(CCC1=CC=C(C=C1)C(C)(C)C)=C2NC1CCCCC1.